Dataset: the Open Reaction Database (ORD), a public repository of structured organic reaction records. Task: describe an organic reaction: reactants, conditions, products, and yield Reactants: CC(C)C(=O)Cl, CCN(C(C)C)C(C)C, CS(C)=O, CCOC(=O)CCCCCNC(c1ccccc1)c1ccccc1, c1ccccc1. Product: CCOC(=O)CCCCCN(C(=O)C(C)C)C(c1ccccc1)c1ccccc1. As a reaction SMILES: [C:34]([CH:35]([CH3:36])[CH3:37])(=[O:38])[Cl:39].[CH2:25]([N:26]([CH:27]([CH3:28])[CH3:29])[CH:30]([CH3:31])[CH3:32])[CH3:33].[CH3:40][S:41]([CH3:42])=[O:43].[CH:1]([c:2]1[cH:3][cH:4][cH:5][cH:6][cH:7]1)([c:8]1[cH:9][cH:10][cH:11][cH:12][cH:13]1)[NH:14][CH2:15][CH2:16][CH2:17][CH2:18][CH2:19][C:20](=[O:21])[O:22][CH2:23][CH3:24].[cH:44]1[cH:45][cH:46][cH:47][cH:48][cH:49]1>>[CH:1]([c:2]1[cH:3][cH:4][cH:5][cH:6][cH:7]1)([c:8]1[cH:9][cH:10][cH:11][cH:12][cH:13]1)[N:14]([CH2:15][CH2:16][CH2:17][CH2:18][CH2:19][C:20](=[O:21])[O:22][CH2:23][CH3:24])[C:34]([CH:35]([CH3:36])[CH3:37])=[O:38]. Reactants: ethyl acetate-hexanes, COC(C)(C)OC (2,2-Dimethoxypropane), O.C1(=CC=C(C=C1)S(=O)(=O)O)C (p-toluenesulphonic acid monohydrate), C(C)(C)(C)OC(=O)N[C@H](CO)CCO ((S)-2-(tert-butoxycarbonylamino)-1,4-butanediol). Solvent: ClCCl (dichloromethane). Product: C(C)(C)(C)OC(=O)N1C(OC[C@@H]1CCO)(C)C ((S)-N-tert -butoxycarbonyl-4-(2-hydroxy)ethyl-2,2-dimethyloxazolidine). Isolated yield 47.8%. RXN SMILES: CO[C:3]([O:6][CH3:7])([CH3:5])[CH3:4].O.C1(C)C=CC(S(O)(=O)=O)=CC=1.[C:20]([O:24][C:25]([NH:27][C@@H:28]([CH2:31][CH2:32][OH:33])CO)=[O:26])([CH3:23])([CH3:22])[CH3:21]>ClCCl>[C:20]([O:24][C:25]([N:27]1[C@@H:28]([CH2:31][CH2:32][OH:33])[CH2:7][O:6][C:3]1([CH3:4])[CH3:5])=[O:26])([CH3:23])([CH3:22])[CH3:21] |f:1.2|. Procedure: 2,2-Dimethoxypropane (87 ml, 0.707 mol) and p-toluenesulphonic acid monohydrate (1.33 g, 7 mmol) were added to a stirred solution of the diol 4 (14.39 g, 70 mmol) in dichloromethane (319 ml) at 25° C. The reaction was monitored by TLC (ethyl acetate-hexanes 2:1) until complete (36 h). The reaction mixture was then washed with aqueous NaHCO3 (5%, 2×50 ml), brine (50 ml), dried (MgSO4) and concentrated to form a colourless oil, which crystallised upon standing. The ratio of the desired five-member... Reaction SMILES: [CH3:1][S:2]([NH2:5])(=[O:4])=[O:3].[H-].[Na+].CS(N)(=O)=O.[Na].[CH3:14][O:15][C:16](=[O:29])[C:17]1[CH:22]=[C:21]([N:23]([CH3:27])[CH2:24][CH2:25][CH3:26])[N:20]=[C:19](Cl)[CH:18]=1.C1(C2C=CC=CC=2)C=CC=CC=1P(C(C)(C)C)C(C)(C)C>C1COCC1.C1(C)C=CC=CC=1.C1C=CC(/C=C/C(/C=C/C2C=CC=CC=2)=O)=CC=1.C1C=CC(/C=C/C(/C=C/C2C=CC=CC=2)=O)=CC=1.C1C=CC(/C=C/C(/C=C/C2C=CC=CC=2)=O)=CC=1.[Pd].[Pd]>[CH3:14][O:15][C:16](=[O:29])[C:17]1[CH:22]=[C:21]([N:23]([CH3:27])[CH2:24][CH2:25][CH3:26])[N:20]=[C:19]([NH:5][S:2]([CH3:1])(=[O:4])=[O:3])[CH:18]=1 |f:1.2,3.4,9.10.11.12.13,^1:12|. Yield: 88.3%. The reagents and catalysts are C=1C=CC(=CC1)/C=C/C(=O)/C=C/C2=CC=CC=C2.C=1C=CC(=CC1)/C=C/C(=O)/C=C/C2=CC=CC=C2.C=1C=CC(=CC1)/C=C/C(=O)/C=C/C2=CC=CC=C2.[Pd].[Pd] (tris(dibenzylideneacetone)dipalladium). Procedure details: Dissolve methane sulfonamide (951 mg, 10 mmol) in THF (30 mL). Add sodium hydride (380 mg, 9.5 mmol, 60% dispersion in mineral oil) and reflux for 3 h, cool to room temperature and concentrate. Charge a sealed flask with sodium methansulfonamide (478 mg, 4.09 mmol), 2-chloro-6-(methylpropylamino)-isonicotinic acid methyl ester (79 mg, 3.27 mmol), biphenyl-2-yl-di-tert-butylphosphane (98 mg, 0.33 mmol), and tris(dibenzylideneacetone)dipalladium (0) (150 mg, 0.16 mmol) in toluene (7 mL). Degas wit... Starting materials: CS(=O)(=O)N (methane sulfonamide), [H-].[Na+] (sodium hydride), CS(=O)(=O)N.[Na] (sodium methansulfonamide), COC(C1=CC(=NC(=C1)N(CCC)C)Cl)=O (2-chloro-6-(methylpropylamino)-isonicotinic acid methyl ester), C1(=C(C=CC=C1)P(C(C)(C)C)C(C)(C)C)C1=CC=CC=C1 (biphenyl-2-yl-di-tert-butylphosphane). Solvent: C1CCOC1 (THF), C1(=CC=CC=C1)C (toluene). The product is COC(C1=CC(=NC(=C1)N(CCC)C)NS(=O)(=O)C)=O (2-Methanesulfonylamino-6-(methylpropylamino)-isonicotinic acid methyl ester). The yield is 79.9%. Starting materials: [N+](=O)([O-])C=1C(=NC=CC1)NCC(=O)OCC (ethyl N-(3-nitropyridin-2-yl)glycinate). Procedure details: A mixture of ethyl N-(3-nitropyridin-2-yl)glycinate (26 g) and 10% palladium on carbon (50% wet, 7.3 g) in AcOEt (250 mL) was hydrogenated under balloon pressure at room temperature for 8 h. The catalyst was removed by filtration. To the filtrate were added triethylamine (5.0 mL) and 10% palladium on carbon (50% wet, 7.3 g). The mixture was hydrogenated under balloon pressure at room temperature overnight. The mixture was concentrated under reduced pressure. The residue was purified by column ch... Conditions: time 8 hour. The reagents and catalysts are [Pd] (palladium on carbon). Yields the product NC=1C(=NC=CC1)NCC(=O)OCC (ethyl N-(3-aminopyridin-2-yl)glycinate). As a reaction SMILES: [N+:1]([C:4]1[C:5]([NH:10][CH2:11][C:12]([O:14][CH2:15][CH3:16])=[O:13])=[N:6][CH:7]=[CH:8][CH:9]=1)([O-])=O>[Pd].CCOC(C)=O>[NH2:1][C:4]1[C:5]([NH:10][CH2:11][C:12]([O:14][CH2:15][CH3:16])=[O:13])=[N:6][CH:7]=[CH:8][CH:9]=1. Solvent: CCOC(=O)C (AcOEt).